Dataset: the Open Reaction Database (ORD), a public repository of structured organic reaction records. Task: describe an organic reaction: reactants, conditions, products, and yield Reactants: C(CCC)C=1C=CC(=NC1)NC(OCC1=CC=CC=C1)=O (benzyl (5-n-butyl-2-pyridyl)carbamate), [H][H] (hydrogen). Reagents/catalysts: [Pd] (palladium on carbon). The solvent is C(C)O (ethanol). The product is NC1=NC=C(C=C1)CCCC (2-amino-5-n-butylpyridine). Isolated yield 99.6%. As a reaction SMILES: [CH2:1]([C:5]1[CH:6]=[CH:7][C:8]([NH:11]C(=O)OCC2C=CC=CC=2)=[N:9][CH:10]=1)[CH2:2][CH2:3][CH3:4].[H][H]>[Pd].C(O)C>[NH2:11][C:8]1[CH:7]=[CH:6][C:5]([CH2:1][CH2:2][CH2:3][CH3:4])=[CH:10][N:9]=1. Procedure details: A mixture of benzyl (5-n-butyl-2-pyridyl)carbamate (6.5 g. 22.86 mmoles) and 10% palladium on carbon (2.7 g.) in ethanol (400 ml.) was shaken at room temperature for 2 hours in an atmosphere of hydrogen at an initial pressure of 3.52 kg./cm.2The mixture was filtered and the filtrate reduced to dryness to leave 2-amino-5-n-butylpyridine (3.42 g., 99.7%), m.p. 30°-33° (lit. m.p. 35°-36° in Helv. Chim. Acta, 39, 505 (1956). Starting materials: C(C#C)(=O)OC (methyl propiolate), C(CCCCC)S (1-Hexanethiol). Reagents/catalysts: C1CCC2=NCCCN2CC1 (DBU). Run at time 1.5 hour. The product is C(CCCCC)SC=CC(=O)OC (methyl 3-hexylthio-2-propenoate). Reaction SMILES: [C:1]([O:5][CH3:6])(=[O:4])[C:2]#[CH:3].[CH2:7]([SH:13])[CH2:8][CH2:9][CH2:10][CH2:11][CH3:12]>C1CCN2C(=NCCC2)CC1>[CH2:7]([S:13][CH:3]=[CH:2][C:1]([O:5][CH3:6])=[O:4])[CH2:8][CH2:9][CH2:10][CH2:11][CH3:12]. Reported procedure: To a cooled (5°) solution of methyl propiolate (1.96 g, 23.0 mmol) is added 2 drops of DBU. 1-Hexanethiol (2.5 g, 21.0 mmol) is then added over a period of 3 minutes. The ice bath is removed, and the reaction mixture is stirred at RT for 1.5 hours. It is then purified by prep. TLC (preparative thin layer chromatography) to give methyl 3-hexylthio-2-propenoate. The reactants are C(C1=CC=CC=C1)(=O)N1C(=O)NC(=O)C(C)=C1 (benzoylthymine), C1(=CC=CC=C1)P(C1=CC=CC=C1)C1=CC=CC=C1 (triphenyl phosphine), C(C)(C)(C)OC(=O)N1[C@H](C[C@@H](C1)N1C(C=2C(C1=O)=CC=CC2)=O)CO ((2R,4S)-1-(tert-Butyloxycarbonyl)-2-hydroxymethyl-4-phthalimido-pyrrolidine), CCOC(=O)/N=N/C(=O)OCC (diethylazodicarboxylate), [Al] (aluminum). Solvent: C1CCOC1 (THF). Run at time 15 minute. The product is C(C)(C)(C)OC(=O)N1[C@H](C[C@@H](C1)N1C(C=2C(C1=O)=CC=CC2)=O)CN2C(=O)N(C(=O)C(C)=C2)C(C2=CC=CC=C2)=O ((2R,4S)-1-(tert-Butyloxycarbonyl)-2-[N3 -benzoyl (thymin-1-yl)] methyl-4-phthalimido-pyrrolidine). Reaction SMILES: [C:1]([N:9]1[CH:17]=[C:15]([CH3:16])[C:13](=O)[NH:12][C:10]1=[O:11])(=[O:8])[C:2]1[CH:7]=[CH:6][CH:5]=[CH:4][CH:3]=1.C1(P(C2C=CC=CC=2)C2C=CC=CC=2)C=CC=CC=1.[C:37]([O:41][C:42]([N:44]1[CH2:48][C@@H:47]([N:49]2[C:53](=[O:54])[C:52]3=[CH:55][CH:56]=[CH:57][CH:58]=[C:51]3[C:50]2=[O:59])[CH2:46][C@@H:45]1[CH2:60]O)=[O:43])([CH3:40])([CH3:39])[CH3:38].CC[O:64]C(/N=N/C(OCC)=O)=O.[Al]>C1COCC1>[C:37]([O:41][C:42]([N:44]1[CH2:48][C@@H:47]([N:49]2[C:50](=[O:59])[C:51]3=[CH:58][CH:57]=[CH:56][CH:55]=[C:52]3[C:53]2=[O:54])[CH2:46][C@@H:45]1[CH2:60][N:12]1[CH:13]=[C:15]([CH3:16])[C:17](=[O:64])[N:9]([C:1](=[O:8])[C:2]2[CH:7]=[CH:6][CH:5]=[CH:4][CH:3]=2)[C:10]1=[O:11])=[O:43])([CH3:40])([CH3:38])[CH3:39]. Procedure: To a stirred solution of N3 -benzoylthymine 20 (1.15 g, 5 mmol) in dry THF (70 ml) under argon was added triphenyl phosphine (2.62 g, 10 mmol) and (2R,4S)-1-(tert-Butyloxycarbonyl)-2-hydroxymethyl-4-phthalimido-pyrrolidine (1.4 g, 4.05 mmol) at room temperature. After 15 min, diethylazodicarboxylate (1.74 g, 10 mmol) was added slowly during 10 min period. The reaction mixture was covered with aluminum foil and allowed to stir at room temperature under argon for 24 h. The solvent was evaporated t...